From a dataset of the Open Reaction Database (ORD), a public repository of structured organic reaction records. describe an organic reaction: reactants, conditions, products, and yield The reactants are N#Cc1c[nH]c2ccc(CCNC(=O)c3ccc(-c4ccnc(Cl)n4)cc3)cc12, NCCCCCN1CCCCC1. Yields the product N#Cc1c[nH]c2ccc(CCNC(=O)c3ccc(-c4ccnc(NCCCCCN5CCCCC5)n4)cc3)cc12. As a reaction SMILES: [C:13](#[N:14])[c:15]1[cH:16][nH:17][c:18]2[cH:19][cH:20][c:21]([CH2:24][CH2:25][NH:26][C:27]([c:28]3[cH:29][cH:30][c:31](-[c:34]4[n:35][c:36]([Cl:40])[n:37][cH:38][cH:39]4)[cH:32][cH:33]3)=[O:41])[cH:22][c:23]12.[N:1]1([CH2:7][CH2:8][CH2:9][CH2:10][CH2:11][NH2:12])[CH2:2][CH2:3][CH2:4][CH2:5][CH2:6]1>>[N:1]1([CH2:7][CH2:8][CH2:9][CH2:10][CH2:11][NH:12][c:36]2[n:35][c:34](-[c:31]3[cH:30][cH:29][c:28]([C:27]([NH:26][CH2:25][CH2:24][c:21]4[cH:20][cH:19][c:18]5[nH:17][cH:16][c:15]([C:13]#[N:14])[c:23]5[cH:22]4)=[O:41])[cH:33][cH:32]3)[cH:39][cH:38][n:37]2)[CH2:2][CH2:3][CH2:4][CH2:5][CH2:6]1. Reactants: ClC1=C(N)C=CC=C1Cl (2,3 dichloroaniline), BrC=1C=C(C(=NC1)Cl)C(=O)Cl (5-bromo-2-chloropyridine-3-carbonyl chloride). Solvent: C(C)OCC (diethyl ether). Reaction conditions: time 8 hour. Product: BrC=1C=C(C(=NC1)Cl)C(=O)NC1=C(C(=CC=C1)Cl)Cl (5-bromo-2-chloro-N-(2,3-dichlorophenyl)pyridine-3-carboxamide). Isolated yield 79.1%. As a reaction SMILES: [Cl:1][C:2]1[C:8]([Cl:9])=[CH:7][CH:6]=[CH:5][C:3]=1[NH2:4].[Br:10][C:11]1[CH:12]=[C:13]([C:18](Cl)=[O:19])[C:14]([Cl:17])=[N:15][CH:16]=1>C(OCC)C>[Br:10][C:11]1[CH:12]=[C:13]([C:18]([NH:4][C:3]2[CH:5]=[CH:6][CH:7]=[C:8]([Cl:9])[C:2]=2[Cl:1])=[O:19])[C:14]([Cl:17])=[N:15][CH:16]=1. Reported procedure: To a solution of 2,3 dichloroaniline (3.875 g, 23.914 mmol) in diethyl ether (20 mL) was added 5-bromo-2-chloropyridine-3-carbonyl chloride (3.0 g, 11.96 mmol). The reaction was stirred overnight. The precipitated solids were collected and washed with diethyl ether to provide 3.6 g of 5-bromo-2-chloro-N-(2,3-dichlorophenyl)pyridine-3-carboxamide as a cream colored solid [LC-MS m/e=380.0 (M+H)]. Using the same procedure, 5-bromo-2-chloro-N-(2,3-fluorophenyl)pyridine-3-carboxamide and 5-bromo-2-ch...